Dataset: the Open Reaction Database (ORD), a public repository of structured organic reaction records. Task: describe an organic reaction: reactants, conditions, products, and yield Starting materials: C1(=CC=CC=C1)S(=O)(=O)N(CCC(=O)NCCCC)CCCN(CCS)CCCC (3-(benzenesulfonyl-{3-[butyl-(2-mercapto-ethyl)-amino]-propyl}-amino)-N-butyl-proponamide), [H-].[Al+3].[Li+].[H-].[H-].[H-] (lithium aluminum hydride), O (water), [OH-].[Na+] (sodium hydroxide), O (water). Solvent: COCCOC (1,2-dimethoxyethane), C(Cl)Cl (methylene chloride). Product: C(CCC)N(CCS)CCCNCCCNCCCC (2-{Butyl-[3-(3-butylamino-propylamino)-propyl]-amino}-ethanethiol). As a reaction SMILES: C1(S([N:10]([CH2:20][CH2:21][CH2:22][N:23]([CH2:27][CH2:28][CH2:29][CH3:30])[CH2:24][CH2:25][SH:26])[CH2:11][CH2:12][C:13]([NH:15][CH2:16][CH2:17][CH2:18][CH3:19])=O)(=O)=O)C=CC=CC=1.[H-].[Al+3].[Li+].[H-].[H-].[H-].O.[OH-].[Na+]>COCCOC.C(Cl)Cl>[CH2:27]([N:23]([CH2:22][CH2:21][CH2:20][NH:10][CH2:11][CH2:12][CH2:13][NH:15][CH2:16][CH2:17][CH2:18][CH3:19])[CH2:24][CH2:25][SH:26])[CH2:28][CH2:29][CH3:30] |f:1.2.3.4.5.6,8.9|. Procedure details: Dissolve 3-(benzenesulfonyl-{3-[butyl-(2-mercapto-ethyl)-amino]-propyl}-amino)-N-butyl-proponamide (10 mmol) prepared in Scheme VII, step B in 1,2-dimethoxyethane (50 mL) and treat with lithium aluminum hydride (20 mmol). Heat the re action to reflux for 18 hours. After cooling the react ion is worked up by consecutive addition of water (0.8 mL), 10% sodium hydroxide (1.2 mL) and water (2 .2 mL). Then dilute with methylene chloride (200 mL), rinse with water (100 mL), brine (100 mL), dry over an...